From a dataset of the Open Reaction Database (ORD), a public repository of structured organic reaction records. describe an organic reaction: reactants, conditions, products, and yield Reported procedure: To a suspension of 3-(5-bromo-7-fluoro-1H-indol-2-yl)propanoic acid (D160) (1 g) in ethanol (15 mL) was added thionyl dichloride (0.083 g). The reaction mixture was stirred at room temperature overnight. The solvent was removed in vacuo. The residue was diluted with EtOAc (30 mL). The organic phase was washed with 2 M sodium carbonate solution (25 mL) and water (50 mL), dried over sodium sulphate and evaporated in vacuo to give the crude product ethyl 3-(5-bromo-7-fluoro-1H-indol-2-yl)propanoate... Product: crude product, BrC=1C=C2C=C(NC2=C(C1)F)CCC(=O)OCC (Ethyl 3-(5-bromo-7-fluoro-1H-indol-2-yl)propanoate). Reaction SMILES: [Br:1][C:2]1[CH:3]=[C:4]2[C:8](=[C:9]([F:11])[CH:10]=1)[NH:7][C:6]([CH2:12][CH2:13][C:14]([OH:16])=[O:15])=[CH:5]2.S(Cl)(Cl)=O.[CH2:21](O)[CH3:22]>>[Br:1][C:2]1[CH:3]=[C:4]2[C:8](=[C:9]([F:11])[CH:10]=1)[NH:7][C:6]([CH2:12][CH2:13][C:14]([O:16][CH2:21][CH3:22])=[O:15])=[CH:5]2. Starting materials: BrC=1C=C2C=C(NC2=C(C1)F)CCC(=O)O (3-(5-bromo-7-fluoro-1H-indol-2-yl)propanoic acid), C(C)O (ethanol), S(=O)(Cl)Cl (thionyl dichloride). Run at time 8 hour. The reactants are CCc1cccc(C)c1CCl, CC(C)=O, [I-], [K+], CCOC(=O)c1cc(N)c2nc(C)c(C)n2c1, [Na+], [Na+], O=C([O-])[O-]. Yields the product CCOC(=O)c1cc(NCc2c(C)cccc2CC)c2nc(C)c(C)n2c1. As a reaction SMILES: [CH2:18]([CH3:19])[c:20]1[c:21]([CH2:22][Cl:23])[c:24]([CH3:28])[cH:25][cH:26][cH:27]1.[CH3:37][C:38](=[O:39])[CH3:40].[I-:36].[K+:35].[NH2:1][c:2]1[c:3]2[n:4]([cH:5][c:6]([C:8](=[O:9])[O:10][CH2:11][CH3:12])[cH:7]1)[c:13]([CH3:17])[c:14]([CH3:16])[n:15]2.[Na+:29].[Na+:30].[O-:31][C:32](=[O:33])[O-:34]>>[NH:1]([c:2]1[c:3]2[n:4]([cH:5][c:6]([C:8](=[O:9])[O:10][CH2:11][CH3:12])[cH:7]1)[c:13]([CH3:17])[c:14]([CH3:16])[n:15]2)[CH2:22][c:21]1[c:20]([CH2:18][CH3:19])[cH:27][cH:26][cH:25][c:24]1[CH3:28]. The reactants are C(C)O (ethanol), C(=O)[O-].[NH4+] (ammonium formate), CN1C(N(C(C=2C1=C1C(=CCN1C2C2=CC=CC=C2)C=2OC(=CC2)C)=O)C)=O (1,3-Dimethyl-9-(5-methylfuran-2-yl)-5-phenyl-1H-pyrimido[4,5-a]pyrrolizine-2,4(3H,7H)-dione), C(=O)=O (dry ice). Reagents/catalysts: [Pd] (Pd/C). Solvent: C(Cl)Cl (DCM). Conditions: temperature 60 celsius, time 8 hour. Yields the product CN1C(N(C(C=2C1=C1C(CCN1C2C2=CC=CC=C2)C=2OC(=CC2)C)=O)C)=O (1,3-Dimethyl-9-(5-methylfuran-2-yl)-5-phenyl-8,9-dihydro-1H-pyrimido[4,5-a]pyrrolizine-2,4(3H,7H)-dione). As a reaction SMILES: C([O-])=O.[NH4+].[CH3:5][N:6]1[C:11]2=[C:12]3[N:16]([C:17]([C:18]4[CH:23]=[CH:22][CH:21]=[CH:20][CH:19]=4)=[C:10]2[C:9](=[O:30])[N:8]([CH3:31])[C:7]1=[O:32])[CH2:15][CH:14]=[C:13]3[C:24]1[O:25][C:26]([CH3:29])=[CH:27][CH:28]=1.C(=O)=O.C(O)C>C(Cl)Cl.[Pd]>[CH3:5][N:6]1[C:11]2=[C:12]3[N:16]([C:17]([C:18]4[CH:23]=[CH:22][CH:21]=[CH:20][CH:19]=4)=[C:10]2[C:9](=[O:30])[N:8]([CH3:31])[C:7]1=[O:32])[CH2:15][CH2:14][CH:13]3[C:24]1[O:25][C:26]([CH3:29])=[CH:27][CH:28]=1 |f:0.1|. Procedure: To a mixture of ammonium formate (45.6 mg, 0.723 mmol), 1,3-dimethyl-9-(5-methylfuran-2-yl)-5-phenyl-1H-pyrimido[4,5-a]pyrrolizine-2,4(3H,7H)-dione (step 5) (27 mg, 0.072 mmol), and Pd/C (7.69 mg, 7.23 μmol) with a chip of dry ice was added ethanol (1446 μL). The reaction mixture was heated to 60° C. for 25 mins and allowed to stand at RT overnight. The reaction mixture was diluted with DCM and filtered through glass filter paper. The filtrate was washed with water and the organics collected and... Starting materials: 467.2, CS(=O)(=O)N (methylsulfonamide), COC(C1=CC(=CC=C1)I)=O (methyl-3-iodobenzoate), ClC1=CC=C(C=C1)[C@H]1C[C@]12C(NC1=CC=CC=C21)=O ((1S,2R)-2-(4-chlorophenyl)spiro[cyclopropane-1,3′-indolin]-2′-one). The product is ClC1=CC=C(C=C1)[C@@H]1C[C@@]12C(N(C1=CC=CC=C21)C=2C=C(C(=O)NS(=O)(=O)C)C=CC2)=O ((1R,2S)-3-(2-(4-chlorophenyl)-2′-oxospiro[cyclopropane-1,3′-indoline]-1′-yl)-N-(methylsulfonyl)benzamide). As a reaction SMILES: [CH3:1][S:2]([NH2:5])(=[O:4])=[O:3].CO[C:8](=[O:16])[C:9]1[CH:14]=[CH:13][CH:12]=[C:11](I)[CH:10]=1.[Cl:17][C:18]1[CH:23]=[CH:22][C:21]([C@@H:24]2[C@:26]3([C:34]4[C:29](=[CH:30][CH:31]=[CH:32][CH:33]=4)[NH:28][C:27]3=[O:35])[CH2:25]2)=[CH:20][CH:19]=1>>[Cl:17][C:18]1[CH:19]=[CH:20][C:21]([C@H:24]2[C@@:26]3([C:34]4[C:29](=[CH:30][CH:31]=[CH:32][CH:33]=4)[N:28]([C:11]4[CH:10]=[C:9]([CH:14]=[CH:13][CH:12]=4)[C:8]([NH:5][S:2]([CH3:1])(=[O:4])=[O:3])=[O:16])[C:27]3=[O:35])[CH2:25]2)=[CH:22][CH:23]=1. Procedure details: The title compound was prepared in analogy to Example 85 starting from methylsulfonamide, methyl-3-iodobenzoate (commercially available), (1R,2S) and (1S,2R)-2-(4-chlorophenyl)spiro[cyclopropane-1,3′-indolin]-2′-one prepared as in Scheme 1. LC/MS m/e calcd. for C24H19ClN2O4S: 466, observed (M+H)+: 467.2 1H NMR (400 MHz, DMSO-d6) δppm 2.15 (dd, J=9.09, 4.80 Hz, 1 H) 2.44 (dd, J=8.08, 4.80 Hz, 1 H) 3.25 (t, J=8.59 Hz, 1 H) 3.41 (s, 3 H) 6.21 (d, J=7.58 Hz, 1 H) 6.79-6.88 (m, 2 H) 7.10-7.17 (m, 1 H... Reactants: C, C1=CCN2CCCC2=C1, Nc1cc([N+](=O)[O-])ccc1C=O, [Pd]. The product is C1=CCN2CCCC2=C1, Nc1ccc(C=O)c(N)c1. RXN SMILES: [C:22].[CH2:13]1[CH2:14][CH2:15][N:16]2[CH2:17][CH:18]=[CH:19][CH:20]=[C:21]12.[NH2:1][c:2]1[c:3]([CH:4]=[O:5])[cH:6][cH:7][c:8]([N+:10]([O-:11])=[O:12])[cH:9]1.[Pd:23]>>[CH2:13]1[CH2:14][CH2:15][N:16]2[CH2:17][CH:18]=[CH:19][CH:20]=[C:21]12.[NH2:1][c:2]1[c:3]([CH:4]=[O:5])[cH:6][cH:7][c:8]([NH2:10])[cH:9]1. Starting materials: [N+](=O)(O)[O-] (nitric acid), BrC1=C(N=C(S1)N)C(C)C (5-bromo-4-isopropyl-thiazol-2-ylamine), P(O)(O)(O)=O (phosphoric acid), N(=O)[O-].[Na+] (sodium nitrite), O[PH2]=O (H3PO2). The solvent is O (water). Reaction conditions: temperature -5 celsius, time 30 minute. Product: BrC1=C(N=CS1)C(C)C (5-bromo-4-isopropyl-thiazole). Yield: 12.7%. Reaction SMILES: [N+]([O-])(O)=O.[Br:5][C:6]1[S:10][C:9](N)=[N:8][C:7]=1[CH:12]([CH3:14])[CH3:13].P(=O)(O)(O)O.N([O-])=O.[Na+].O[PH2]=O>O>[Br:5][C:6]1[S:10][CH:9]=[N:8][C:7]=1[CH:12]([CH3:14])[CH3:13] |f:3.4|. Procedure: Concentrated nitric acid (4 mL) was slowly added to 5-bromo-4-isopropyl-thiazol-2-ylamine (2.05 g, 9 mmol), and concentrated phosphoric acid (14 mL) was added dropwise over five minutes. The mixture was cooled to −5° C., and a solution of sodium nitrite (0.768 g, 11 mmol) in 5 mL water was added dropwise over a 15 minute period. The reaction mixture was stirred at −5° C. for 30 minutes, and an aqueous solution of H3PO2 (6 mL, 50% weight in water) was slowly added. The reaction mixture was stirre...